Dataset: the Open Reaction Database (ORD), a public repository of structured organic reaction records. Task: describe an organic reaction: reactants, conditions, products, and yield The reactants are CO, COC(=O)c1ccc(CN(C)c2nc(-c3ccc(OCc4ccc(C5CCCCC5)cc4)cc3)cs2)cc1, [Na+], C1CCOC1, [OH-], O. The product is CN(Cc1ccc(C(=O)O)cc1)c1nc(-c2ccc(OCc3ccc(C4CCCCC4)cc3)cc2)cs1. RXN SMILES: [CH3:6][OH:7].[CH:10]1([c:16]2[cH:17][cH:18][c:19]([CH2:20][O:21][c:22]3[cH:23][cH:24][c:25](-[c:28]4[n:29][c:30]([N:33]([CH3:34])[CH2:35][c:36]5[cH:37][cH:38][c:39]([C:40](=[O:41])[O:42][CH3:43])[cH:44][cH:45]5)[s:31][cH:32]4)[cH:26][cH:27]3)[cH:46][cH:47]2)[CH2:11][CH2:12][CH2:13][CH2:14][CH2:15]1.[Na+:9].[O:1]1[CH2:2][CH2:3][CH2:4][CH2:5]1.[OH-:8].[OH2:48]>>[CH:10]1([c:16]2[cH:17][cH:18][c:19]([CH2:20][O:21][c:22]3[cH:23][cH:24][c:25](-[c:28]4[n:29][c:30]([N:33]([CH3:34])[CH2:35][c:36]5[cH:37][cH:38][c:39]([C:40](=[O:41])[OH:42])[cH:44][cH:45]5)[s:31][cH:32]4)[cH:26][cH:27]3)[cH:46][cH:47]2)[CH2:11][CH2:12][CH2:13][CH2:14][CH2:15]1.